Task: describe an organic reaction: reactants, conditions, products, and yield. Dataset: the Open Reaction Database (ORD), a public repository of structured organic reaction records Reactants: C(C)OC(=O)[C@@H]1C[C@@](C=2N1C(C(=NC2Cl)OCC2=CC(=CC=C2)C(F)(F)F)=O)(C)NC(=O)OCC2=CC=CC=C2 ((6S,8R)-8-benzyloxycarbonylamino-1-chloro-8-methyl-4-oxo-3-(3-trifluoromethyl-benzyloxy)-4,6,7,8-tetrahydro-pyrrolo[1,2-a]pyrazine-6-carboxylic acid ethyl ester), [OH-].[Li+] (Lithium hydroxide). The reagents and catalysts are CO (MeOH). Solvent: C1CCOC1 (THF), O (water), CCOC(=O)C (EtOAc), C(CC(O)(C(=O)O)CC(=O)O)(=O)O (citric acid). Conditions: temperature 0 celsius, time 2 hour. Yields the product C(C1=CC=CC=C1)OC(=O)N[C@@]1(C[C@H](N2C1=C(N=C(C2=O)OCC2=CC(=CC=C2)C(F)(F)F)Cl)C(=O)O)C ((6S,8R)-8-Benzyloxycarbonylamino-1-chloro-8-methyl-4-oxo-3-(3-trifluoromethyl-benzyloxy)-4,6,7,8-tetrahydro-pyrrolo[1,2-a]pyrazine-6-carboxylic acid). Isolated yield 98.8%. RXN SMILES: C([O:3][C:4]([C@H:6]1[N:10]2[C:11](=[O:28])[C:12]([O:16][CH2:17][C:18]3[CH:23]=[CH:22][CH:21]=[C:20]([C:24]([F:27])([F:26])[F:25])[CH:19]=3)=[N:13][C:14]([Cl:15])=[C:9]2[C@@:8]([NH:30][C:31]([O:33][CH2:34][C:35]2[CH:40]=[CH:39][CH:38]=[CH:37][CH:36]=2)=[O:32])([CH3:29])[CH2:7]1)=[O:5])C.[OH-].[Li+]>C1COCC1.CO.O.CCOC(C)=O.C(O)(=O)CC(CC(O)=O)(C(O)=O)O>[CH2:34]([O:33][C:31]([NH:30][C@@:8]1([CH3:29])[C:9]2=[C:14]([Cl:15])[N:13]=[C:12]([O:16][CH2:17][C:18]3[CH:23]=[CH:22][CH:21]=[C:20]([C:24]([F:27])([F:25])[F:26])[CH:19]=3)[C:11](=[O:28])[N:10]2[C@H:6]([C:4]([OH:5])=[O:3])[CH2:7]1)=[O:32])[C:35]1[CH:40]=[CH:39][CH:38]=[CH:37][CH:36]=1 |f:1.2|. Reported procedure: In a flask (6S,8R)-8-benzyloxycarbonylamino-1-chloro-8-methyl-4-oxo-3-(3-trifluoromethyl-benzyloxy)-4,6,7,8-tetrahydro-pyrrolo[1,2-a]pyrazine-6-carboxylic acid ethyl ester (50 mg, 0.0862 mmol) was dissolved in THF (800 μL) and 2 drops MeOH and cooled to 0° C. Lithium hydroxide (260 μL, 0.259 mmol) 1.0 M in water was added and the mixture allowed to stir for approximately 2 h at 0° C. TLC indicated complete reaction. The mixture was diluted with EtOAc and 5% citric acid was added. The mixture was... Reactants: O=C1CCC(=O)N1Cl, CCCS(=O)(=O)Nc1ccc(F)c(C(=O)Nc2cnc3[nH]ccc3c2)c1F, CN(C)C=O. Product: CCCS(=O)(=O)Nc1ccc(F)c(C(=O)Nc2cnc3[nH]cc(Cl)c3c2)c1F. Reaction SMILES: [Cl:28][N:29]1[C:30](=[O:31])[CH2:32][CH2:33][C:34]1=[O:35].[F:1][c:2]1[c:3]([C:4](=[O:5])[NH:6][c:7]2[cH:8][c:9]3[c:10]([n:11][cH:12]2)[nH:13][cH:14][cH:15]3)[c:16]([F:27])[cH:17][cH:18][c:19]1[NH:20][S:21](=[O:22])(=[O:23])[CH2:24][CH2:25][CH3:26].[O:36]=[CH:37][N:38]([CH3:39])[CH3:40]>>[F:1][c:2]1[c:3]([C:4](=[O:5])[NH:6][c:7]2[cH:8][c:9]3[c:10]([n:11][cH:12]2)[nH:13][cH:14][c:15]3[Cl:28])[c:16]([F:27])[cH:17][cH:18][c:19]1[NH:20][S:21](=[O:22])(=[O:23])[CH2:24][CH2:25][CH3:26]. The reactants are [Al+3], O=C(Cl)CBr, CN(C)C=O, [Cl-], [Cl-], [Cl-], O=S1CNc2ccccc21. The product is O=C(CBr)c1ccc2c(c1)S(=O)CN2. RXN SMILES: [Al+3:2].[Br:15][CH2:16][C:17](=[O:18])[Cl:19].[CH3:20][N:21]([CH3:22])[CH:23]=[O:24].[Cl-:1].[Cl-:3].[Cl-:4].[S:5]1(=[O:14])[CH2:6][NH:7][c:8]2[c:9]1[cH:10][cH:11][cH:12][cH:13]2>>[S:5]1(=[O:14])[CH2:6][NH:7][c:8]2[c:9]1[cH:10][c:11]([C:17]([CH2:16][Br:15])=[O:18])[cH:12][cH:13]2. Product: COc1ccc2c(c1)CC(C)N(C(=O)C(F)(F)F)CC2C. Starting materials: CCO, C=C1CN(C(=O)C(F)(F)F)C(C)Cc2cc(OC)ccc21, [H][H]. Reaction SMILES: [CH3:24][CH2:25][OH:26].[F:1][C:2]([C:3](=[O:4])[N:5]1[CH:6]([CH3:19])[CH2:7][c:8]2[c:9]([cH:13][cH:14][c:15]([O:17][CH3:18])[cH:16]2)[C:10](=[CH2:12])[CH2:11]1)([F:20])[F:21].[H:22][H:23]>>[F:1][C:2]([C:3](=[O:4])[N:5]1[CH:6]([CH3:19])[CH2:7][c:8]2[c:9]([cH:13][cH:14][c:15]([O:17][CH3:18])[cH:16]2)[CH:10]([CH3:12])[CH2:11]1)([F:20])[F:21]. Reactants: C1CCOC1, CC(C)(C)[O-], [K+], CCN(CC)CCCN(Cc1ccc(COc2cccc3c2CN(C(CCC(=O)OC)C(N)=O)C3=O)cc1)C(=O)OC(C)(C)C. Product: CCN(CC)CCCN(Cc1ccc(COc2cccc3c2CN(C2CCC(=O)NC2=O)C3=O)cc1)C(=O)OC(C)(C)C. Reaction SMILES: [CH2:52]1[O:53][CH2:54][CH2:55][CH2:56]1.[CH3:46][C:47]([CH3:48])([O-:49])[CH3:50].[K+:51].[NH2:1][C:2]([CH:3]([CH2:4][CH2:5][C:6](=[O:7])[O:8][CH3:9])[N:10]1[C:11](=[O:44])[c:12]2[cH:13][cH:14][cH:15][c:16]([O:19][CH2:20][c:21]3[cH:22][cH:23][c:24]([CH2:27][N:28]([CH2:29][CH2:30][CH2:31][N:32]([CH2:33][CH3:34])[CH2:35][CH3:36])[C:37](=[O:38])[O:39][C:40]([CH3:41])([CH3:42])[CH3:43])[cH:25][cH:26]3)[c:17]2[CH2:18]1)=[O:45]>>[NH:1]1[C:2](=[O:45])[CH:3]([N:10]2[C:11](=[O:44])[c:12]3[cH:13][cH:14][cH:15][c:16]([O:19][CH2:20][c:21]4[cH:22][cH:23][c:24]([CH2:27][N:28]([CH2:29][CH2:30][CH2:31][N:32]([CH2:33][CH3:34])[CH2:35][CH3:36])[C:37](=[O:38])[O:39][C:40]([CH3:41])([CH3:42])[CH3:43])[cH:25][cH:26]4)[c:17]3[CH2:18]2)[CH2:4][CH2:5][C:6]1=[O:7]. The reactants are CC1=C(C=CC=C1)C(CC1=NC2=C(N1)CCCC2)=O (1-(2-Methylphenyl)-2-(4,5,6,7-tetrahydro-1H-benzimidazol-2-yl)ethanone), C[O-].[Na+] (sodium methylate), C(C#C)(=O)OC (methyl propiolate). Yields the product CC1=C(C(=O)C=2C=CC(N3C2NC2=C3CCCC2)=O)C=CC=C1 (4-(2-Methylbenzoyl)-6,7,8,9-tetrahydropyrido[1,2-a]benzimidazol-1(5H)-one). Reaction SMILES: [CH3:1][C:2]1[CH:7]=[CH:6][CH:5]=[CH:4][C:3]=1[C:8](=[O:19])[CH2:9][C:10]1[NH:14][C:13]2[CH2:15][CH2:16][CH2:17][CH2:18][C:12]=2[N:11]=1.C[O-].[Na+].[C:23](OC)(=[O:26])[C:24]#[CH:25]>>[CH3:1][C:2]1[CH:7]=[CH:6][CH:5]=[CH:4][C:3]=1[C:8]([C:9]1[CH:25]=[CH:24][C:23](=[O:26])[N:14]2[C:13]3[CH2:15][CH2:16][CH2:17][CH2:18][C:12]=3[NH:11][C:10]=12)=[O:19] |f:1.2|. Procedure: The compound is prepared as described in example 20 with 1450 mg (5.90 mmol) of 1-(2-Methylphenyl)-2-(4,5,6,7-tetrahydro-1H-benzimidazol-2-yl)ethanone (example XXXX), 637.2 mg (11.80 mmol) of sodium methylate and 495.8 mg (5.90 mmol) methyl propiolate.